Dataset: the Open Reaction Database (ORD), a public repository of structured organic reaction records. Task: describe an organic reaction: reactants, conditions, products, and yield The reactants are ice water, Cl (HCl), C(C)(C)(C)OC(=O)N[C@@H]1C(N2[C@@H](SCC1)CCC[C@H]2C(=O)OC)=O ((4S,7S,10aS)-methyl 4-(tert-butoxycarbonylamino)-5-oxooctahydro-2H-pyrido[2,1-b][1,3]thiazepine-7-carboxylate), [OH-].[Na+] (NaOH), [OH-].[Na+] (NaOH). Solvent: CO (MeOH). Reaction conditions: time 8 hour. The product is C(C)(C)(C)OC(=O)N[C@@H]1C(N2[C@@H](SCC1)CCC[C@H]2C(=O)O)=O ((4S,7S,10aS)-4-(tert-butoxycarbonylamino)-5-oxooctahydro-2H-pyrido[2,1-b][1,3]thiazepine-7-carboxylic acid). Yield: 99.7%. Reaction SMILES: [C:1]([O:5][C:6]([NH:8][C@H:9]1[CH2:15][CH2:14][S:13][C@H:12]2[CH2:16][CH2:17][CH2:18][C@@H:19]([C:20]([O:22]C)=[O:21])[N:11]2[C:10]1=[O:24])=[O:7])([CH3:4])([CH3:3])[CH3:2].[OH-].[Na+].Cl>CO>[C:1]([O:5][C:6]([NH:8][C@H:9]1[CH2:15][CH2:14][S:13][C@H:12]2[CH2:16][CH2:17][CH2:18][C@@H:19]([C:20]([OH:22])=[O:21])[N:11]2[C:10]1=[O:24])=[O:7])([CH3:4])([CH3:2])[CH3:3] |f:1.2|. Procedure details: To a solution of (4S,7S,10aS)-methyl 4-(tert-butoxycarbonylamino)-5-oxooctahydro-2H-pyrido[2,1-b][1,3]thiazepine-7-carboxylate (0.139 g, 0.387 mmol) in MeOH (6 mL) was added NaOH (1 N in water, 387 μL, 0.387 mmol). The mixture was stirred at rt overnight. HPLC showed only 20% conversion. Additional NaOH (1 N in water, 387 μL, 0.387 mmol) was added and the reaction was stirred for an additional 3 days. The mixture was cooled with ice-water and the reaction was carefully neutralized with aqueous 1... The reactants are ClC1=C(C=C2C=C(C(=NC2=C1)OCC)C(=O)OCC)N1C=NC(=C1)C=O (Ethyl 7-chloro-2-ethoxy-6-(4-formylimidazole-1-yl)quinoline-3-carboxylate), [BH4-].[Na+] (sodium borohydride). Solvent: C(C)O (ethanol). Reaction conditions: time 6 hour. Product: ClC1=C(C=C2C=C(C(=NC2=C1)OCC)C(=O)OCC)N1C=NC(=C1)CO (Ethyl 7-chloro-2-ethoxy-6-(4-(hydroxymethyl)imidazole-1-yl)quinoline-3-carboxylate). Yield: 38.5%. RXN SMILES: [Cl:1][C:2]1[CH:11]=[C:10]2[C:5]([CH:6]=[C:7]([C:15]([O:17][CH2:18][CH3:19])=[O:16])[C:8]([O:12][CH2:13][CH3:14])=[N:9]2)=[CH:4][C:3]=1[N:20]1[CH:24]=[C:23]([CH:25]=[O:26])[N:22]=[CH:21]1.[BH4-].[Na+]>C(O)C>[Cl:1][C:2]1[CH:11]=[C:10]2[C:5]([CH:6]=[C:7]([C:15]([O:17][CH2:18][CH3:19])=[O:16])[C:8]([O:12][CH2:13][CH3:14])=[N:9]2)=[CH:4][C:3]=1[N:20]1[CH:24]=[C:23]([CH2:25][OH:26])[N:22]=[CH:21]1 |f:1.2|. Procedure details: To a solution of the compound of Example 34 (1.91 g, 5.11 mmol) in ethanol (30 ml) was added sodium borohydride (96.8 mg, 2.56 mmol), and the mixture was stirred for 6 hours at room temperature. After concentrated the reaction mixture, the residue obtained was washed with water and then dried under reduced pressure, thereby obtaining 740 mg of title compound as light brown powder. Yield 39%. The reactants are ClC1=C(C=C(C=C1)C1=NNC(SC1C)=O)[N+](=O)[O-] (5-(4-chloro-3-nitrophenyl)-6-methyl-3,6-dihydro-2H-1,3,4-thiadiazin-2-one), C(C(C)C)N (isobutylamine). The solvent is C(C)#N (acetonitrile). Reaction conditions: temperature 60 celsius. Yields the product C(C(C)C)NC1=C(C=C(C=C1)C1=NNC(SC1C)=O)[N+](=O)[O-] (5-[4-(isobutylamino)-3-nitrophenyl]-6-methyl-3,6-dihydro-2H-1,3,4-thiadiazin-2-one). Yield: 80.6%. As a reaction SMILES: Cl[C:2]1[CH:7]=[CH:6][C:5]([C:8]2[CH:13]([CH3:14])[S:12][C:11](=[O:15])[NH:10][N:9]=2)=[CH:4][C:3]=1[N+:16]([O-:18])=[O:17].[CH2:19]([NH2:23])[CH:20]([CH3:22])[CH3:21]>C(#N)C>[CH2:19]([NH:23][C:2]1[CH:7]=[CH:6][C:5]([C:8]2[CH:13]([CH3:14])[S:12][C:11](=[O:15])[NH:10][N:9]=2)=[CH:4][C:3]=1[N+:16]([O-:18])=[O:17])[CH:20]([CH3:22])[CH3:21]. Procedure details: To 15 ml of acetonitrile are added 2.9 g (10.1 mM) of 5-(4-chloro-3-nitrophenyl)-6-methyl-3,6-dihydro-2H-1,3,4-thiadiazin-2-one and 5 ml (50 mM) of isobutylamine. The reaction medium is maintained at 60° C. for 20 hours with stirring and is then concentrated under vacuum. The residue obtained is purified on silica using dichloromethane as eluent. The product obtained is taken up and crystallised from diethyl ether. The solid is filtered off and washed to give 2.6 g of 5-[4-(isobutylamino)-3-nitr... Starting materials: C(C)(C)(C)[Si](OCC1=CC(=C(C=C1)NC(CCN([C@@H]1CC[C@H](CC1)OC(C(=O)[O-])(C=1SC=CC1)C=1SC=CC1)C)=O)Cl)(C)C (trans-4-((3-(4-((tert-butyl(dimethyl)-silyloxy)methyl)-2-chlorophenylamino)-3-oxopropyl)(methyl)amino)-cyclohexylhydroxy-(di-2-thienyl)acetate), OC(C(=O)O[C@@H]1CC[C@H](CC1)N(C)CCC(=O)NC1=C(C=C(C(=C1)OC)CO)Cl)(C=1SC=CC1)C=1SC=CC1 (trans-4-((3-(2-chloro-4-(hydroxymethyl)-5-methoxyphenylamino)-3-oxopropyl)(methyl)amino)cyclohexyl hydroxy(di-2-thienyl)acetate), C(C)(C)(C)[Si](OCC1=CC(=C(C=C1)NC(CCN([C@@H]1CC[C@H](CC1)OC(C(=O)[O-])(C=1SC=CC1)C=1SC=CC1)C)=O)Cl)(C)C (trans-4-((3-(4-((tert-butyl(dimethyl)-silyloxy)methyl)-2-chlorophenylamino)-3-oxopropyl)(methyl)amino)-cyclohexylhydroxy-(di-2-thienyl)acetate), Cl (hydrochloric acid). Run in O1CCCC1 (tetrahydrofuran). Yields the product OC(C(=O)O[C@@H]1CC[C@H](CC1)N(C)CCC(=O)NC1=C(C=C(C=C1)CO)Cl)(C=1SC=CC1)C=1SC=CC1 (trans-4-((3-(2-chloro-4-(hydroxymethyl)-phenylamino)-3-oxopropyl)(methyl)-amino)cyclohexyl hydroxy(di-2-thienyl)acetate). As a reaction SMILES: C([Si](C)(C)OCC1C=CC(NC(=O)CCN(C)[C@H]2CC[C@H](OC(C3SC=CC=3)(C3SC=CC=3)C([O-])=O)CC2)=C(Cl)C=1)(C)(C)C.Cl.[OH:46][C:47]([C:80]1[S:81][CH:82]=[CH:83][CH:84]=1)([C:75]1[S:76][CH:77]=[CH:78][CH:79]=1)[C:48]([O:50][C@H:51]1[CH2:56][CH2:55][C@H:54]([N:57]([CH2:59][CH2:60][C:61]([NH:63][C:64]2[CH:69]=[C:68](OC)[C:67]([CH2:72][OH:73])=[CH:66][C:65]=2[Cl:74])=[O:62])[CH3:58])[CH2:53][CH2:52]1)=[O:49]>O1CCCC1>[OH:46][C:47]([C:75]1[S:76][CH:77]=[CH:78][CH:79]=1)([C:80]1[S:81][CH:82]=[CH:83][CH:84]=1)[C:48]([O:50][C@H:51]1[CH2:56][CH2:55][C@H:54]([N:57]([CH2:59][CH2:60][C:61]([NH:63][C:64]2[CH:69]=[CH:68][C:67]([CH2:72][OH:73])=[CH:66][C:65]=2[Cl:74])=[O:62])[CH3:58])[CH2:53][CH2:52]1)=[O:49]. Procedure: Obtained as a beige foam (91%) starting from trans-4-((3-(4-((tert-butyl(dimethyl)-silyloxy)methyl)-2-chlorophenylamino)-3-oxopropyl)(methyl)amino)-cyclohexylhydroxy-(di-2-thienyl)acetate (intermediate 48; 433 mg, 0.64 mmol) and 1M hydrochloric acid (1.9 ml; 1.9 mmol) in tetrahydrofuran (12 mL) following the experimental procedure as described for intermediate 42. The reactants are CO (methanol), C1CCOC1 (THF), C(C)OC(=O)C1=C(N=C(S1)S(=O)(=O)C)N (4-amino-2-methanesulfonylthiazole-5-carboxylic acid ethyl ester), [BH4-].[Na+] (sodium borohydride). The solvent is O (water), C(C)(=O)OCC (ethyl acetate). Conditions: time 2 hour. Yields the product C(C)OC(=O)C1=C(N=CS1)N (4-Aminothiazole-5-carboxylic acid ethyl ester). Yield: 81.3%. RXN SMILES: CO.C1COCC1.[CH2:8]([O:10][C:11]([C:13]1[S:17][C:16](S(C)(=O)=O)=[N:15][C:14]=1[NH2:22])=[O:12])[CH3:9].[BH4-].[Na+]>O.C(OCC)(=O)C>[CH2:8]([O:10][C:11]([C:13]1[S:17][CH:16]=[N:15][C:14]=1[NH2:22])=[O:12])[CH3:9] |f:3.4|. Reported procedure: To 1 liter of a methanol:THF=1:1 mixed solvent solution containing 34.5 g of 4-amino-2-methanesulfonylthiazole-5-carboxylic acid ethyl ester, 10.4 g of sodium borohydride was added in small portions over a period of 20 minutes at room temperature. The reaction mixture was stirred at room temperature for 2 hours, and then was poured into 8 liters of ethyl acetate and 4 liters of water. The organic layer was washed with 3 liters of water and 3 liters of saturated brine, and the aqueous layer was e... Starting materials: Cc1c(C(=O)O)c2ccccc2n1C, CN(C)C=O, O=C(Cl)C(=O)Cl, ClCCl, NC1CN2CCC1CC2. Yields the product Cc1c(C(=O)NC2CN3CCC2CC3)c2ccccc2n1C. Reaction SMILES: [CH3:1][n:2]1[c:3]([CH3:14])[c:4]([C:11](=[O:12])[OH:13])[c:5]2[cH:6][cH:7][cH:8][cH:9][c:10]12.[CH3:21][N:22]([CH3:23])[CH:24]=[O:25].[Cl:15][C:16]([C:17]([Cl:18])=[O:19])=[O:20].[Cl:35][CH2:36][Cl:37].[NH2:26][CH:27]1[CH2:28][N:29]2[CH2:30][CH2:31][CH:32]1[CH2:33][CH2:34]2>>[CH3:1][n:2]1[c:3]([CH3:14])[c:4]([C:11](=[O:13])[NH:26][CH:27]2[CH2:28][N:29]3[CH2:30][CH2:31][CH:32]2[CH2:33][CH2:34]3)[c:5]2[cH:6][cH:7][cH:8][cH:9][c:10]12. RXN SMILES: [C:1](O)(=O)[CH2:2][C:3]([OH:5])=[O:4].[CH2:8]([C:10]1[S:14][C:13](C=O)=[CH:12][CH:11]=1)[CH3:9].N1CCCCC1.Cl>N1C=CC=CC=1.O>[CH2:8]([C:10]1[S:14][C:13](/[CH:1]=[CH:2]/[C:3]([OH:5])=[O:4])=[CH:12][CH:11]=1)[CH3:9]. The reactants are Cl (HCl), C(CC(=O)O)(=O)O (malonic acid), C(C)C1=CC=C(S1)C=O (5-ethyl-2-thiophenecarboxaldehyde), N1CCCCC1 (piperidine). Conditions: temperature 80 celsius, time 17 hour. The yield is 96.2%. Yields the product C(C)C1=CC=C(S1)/C=C/C(=O)O ((2E)-3-(5-ethyl(2-thienyl))prop-2-enoic acid). Solvent: N1=CC=CC=C1 (pyridine), O (water). Procedure: To a solution of malonic acid (5.9 g) and 5-ethyl-2-thiophenecarboxaldehyde (4.0 g) in dry pyridine (12 mL) was added piperidine (0.42 mL). The reaction mixture was stirred at 80° C. for 17 hours, chilled and diluted with water (70 mL). This mixture was acidified with concentrated HCl (14 mL) and the white precipitate was collected by filtration, washed with water (5×10 mL) and dried under vacuum giving (2E)-3-(5-ethyl(2-thienyl))prop-2-enoic acid (5.0 g). Yield=96% Reactants: C(C)(C)(C)OC(=O)N1CCC(CC1)=O (t-butyl-4-oxo-1-piperidinecarboxylate), CC(=O)O (AcOH), C(C)(=O)O[BH-](OC(C)=O)OC(C)=O.[Na+] (sodium triacetoxyborohydride), Cl.Cl.NCC(O)C1=NC(=NC=C1)SC (2-Amino-1-(2-methylsulfanyl-pyrimidin-4-yl)-ethanol dihydrochloride salt). Run in C1CCOC1 (THF), CO (MeOH). Run at time 8 hour. The product is C(C)(C)(C)OC(=O)N1CCC(CC1)NCC(C1=NC(=NC=C1)SC)O (4-[2-hydroxy-2-(2-methylsulfanyl-pyrimidin-4-yl)-ethylamino]-piperidine-1-carboxylic acid tert-butyl ester). The yield is 75.8%. As a reaction SMILES: Cl.Cl.[NH2:3][CH2:4][CH:5]([C:7]1[CH:12]=[CH:11][N:10]=[C:9]([S:13][CH3:14])[N:8]=1)[OH:6].[C:15]([O:19][C:20]([N:22]1[CH2:27][CH2:26][C:25](=O)[CH2:24][CH2:23]1)=[O:21])([CH3:18])([CH3:17])[CH3:16].CC(O)=O.C(O[BH-](OC(=O)C)OC(=O)C)(=O)C.[Na+]>C1COCC1.CO>[C:15]([O:19][C:20]([N:22]1[CH2:27][CH2:26][CH:25]([NH:3][CH2:4][CH:5]([OH:6])[C:7]2[CH:12]=[CH:11][N:10]=[C:9]([S:13][CH3:14])[N:8]=2)[CH2:24][CH2:23]1)=[O:21])([CH3:18])([CH3:16])[CH3:17] |f:0.1.2,5.6|. Reported procedure: 2-Amino-1-(2-methylsulfanyl-pyrimidin-4-yl)-ethanol dihydrochloride salt (0.339 g, 1.83 mmol) was dissolved into a minimum of MeOH and diluted with 10 mL of THF. To this was added t-butyl-4-oxo-1-piperidinecarboxylate (0.478 g, 2.40 mmol), AcOH (0.458 mL, 8.00 mmol) and sodium triacetoxyborohydride (1.696 g, 8.00 mmol) and the reaction was stirred overnight. LC-MS analysis indicated complete consumption of the starting material. The mixture was concentrated on a rotary evaporator, the residue di... The reactants are ClCCCC(=O)C1=CC=CC=C1 (4-chloro-1-phenyl-1-butanone), [BH4-].[Na+] (sodium tetrahydroborate), Cl (Hydrochloric acid). The solvent is O1CCCC1 (tetrahydrofuran). Run at time 36 hour. Yields the product ClCCCC(O)C1=CC=CC=C1 (α-(3-Chloropropyl)benzenemethanol). Yield: 88.8%. RXN SMILES: [Cl:1][CH2:2][CH2:3][CH2:4][C:5]([C:7]1[CH:12]=[CH:11][CH:10]=[CH:9][CH:8]=1)=[O:6].[BH4-].[Na+].Cl>O1CCCC1>[Cl:1][CH2:2][CH2:3][CH2:4][CH:5]([C:7]1[CH:12]=[CH:11][CH:10]=[CH:9][CH:8]=1)[OH:6] |f:1.2|. Procedure details: A mixture of 4-chloro-1-phenyl-1-butanone (7.35 g) and sodium tetrahydroborate (3.05 g) in tetrahydrofuran (40 ml) was stirred for 36 h. 2M Hydrochloric acid was added and the mixture was extracted three times with ethyl acetate. The combined organic extracts were dried (magnesium sulphate), evaporated and purified by chromatography on silica eluting with petrol-ether to give the sub-title compound as a colourless oil (6.60 g). Yields the product ClC=1C=C(C=CC1C#N)C1=NN(C=C1)C[C@H](C)NC(=O)C1=CC=C(C=N1)C=1C=NC=CC1 ((S)—N-(1-(3-(3-chloro-4-cyanophenyl)-1H-pyrazol-1-yl)propan-2-yl)-3,3′-bipyridine-6-carboxamide). Isolated yield 45.2%. As a reaction SMILES: [N:1]1[CH:6]=[CH:5][CH:4]=[C:3]([C:7]2[CH:8]=[CH:9][C:10]([C:13]([OH:15])=O)=[N:11][CH:12]=2)[CH:2]=1.[NH2:16][C@@H:17]([CH3:33])[CH2:18][N:19]1[CH:23]=[CH:22][C:21]([C:24]2[CH:31]=[CH:30][C:27]([C:28]#[N:29])=[C:26]([Cl:32])[CH:25]=2)=[N:20]1>CN(C)C=O>[Cl:32][C:26]1[CH:25]=[C:24]([C:21]2[CH:22]=[CH:23][N:19]([CH2:18][C@@H:17]([NH:16][C:13]([C:10]3[N:11]=[CH:12][C:7]([C:3]4[CH:2]=[N:1][CH:6]=[CH:5][CH:4]=4)=[CH:8][CH:9]=3)=[O:15])[CH3:33])[N:20]=2)[CH:31]=[CH:30][C:27]=1[C:28]#[N:29]. The reactants are N1=CC(=CC=C1)C=1C=CC(=NC1)C(=O)O (5-(pyridin-3-yl)picolinic acid), N[C@H](CN1N=C(C=C1)C1=CC(=C(C#N)C=C1)Cl)C ((S)-4-(1-(2-aminopropyl)-1H-pyrazol-3-yl)-2-chlorobenzonitrile). Reported procedure: The title compound was prepared using the method of Example 34(d) starting from 5-(pyridin-3-yl)picolinic acid (130 mg, 0.549 mmol) and (S)-4-(1-(2-aminopropyl)-1H-pyrazol-3-yl)-2-chlorobenzonitrile (150 mg, 0.577 mmol) using N,N-dimethyl formamide as the solvent. The product was purified by flash chromatography. Yield 45.2%. 1H-NMR (400 MHz; DMSO-d6): δ 1.18 (d, 3H), 4.38 (dd, 1H), 4.46 (dd, 1H), 4.49-4.59 (m, 1H), 6.96 (d, 1H), 7.59 (q, 1H), 7.87 (d, 1H), 7.97 (dd, 1H), 8.01 (d, 1H), 8.06-8.12... Run in CN(C=O)C (N,N-dimethyl formamide).